From a dataset of the Open Reaction Database (ORD), a public repository of structured organic reaction records. describe an organic reaction: reactants, conditions, products, and yield Reactants: NC1=NC2=C(C=3C=C(C=NC13)CCC1=C(C=C(C(=O)Cl)C=C1)C)C=CC(=C2)C (4-(2-(5-amino-8-methylbenzo[f][1,7]naphthyridin-2-yl)ethyl)-3-methylbenzoyl chloride), N1CCNCC1 (piperazine). Yields the product NC1=NC2=C(C=3C=C(C=NC13)CCC1=C(C=C(C=C1)C(=O)N1CCNCC1)C)C=CC(=C2)C ((4-(2-(5-Amino-8-methylbenzo[f][1,7]naphthyridin-2-yl)ethyl)-3-methylphenyl)(piperazin-1-yl)methanone). Reaction SMILES: [NH2:1][C:2]1[C:11]2[N:10]=[CH:9][C:8]([CH2:12][CH2:13][C:14]3[CH:22]=[CH:21][C:17]([C:18](Cl)=[O:19])=[CH:16][C:15]=3[CH3:23])=[CH:7][C:6]=2[C:5]2[CH:24]=[CH:25][C:26]([CH3:28])=[CH:27][C:4]=2[N:3]=1.[NH:29]1[CH2:34][CH2:33][NH:32][CH2:31][CH2:30]1>>[NH2:1][C:2]1[C:11]2[N:10]=[CH:9][C:8]([CH2:12][CH2:13][C:14]3[CH:22]=[CH:21][C:17]([C:18]([N:29]4[CH2:34][CH2:33][NH:32][CH2:31][CH2:30]4)=[O:19])=[CH:16][C:15]=3[CH3:23])=[CH:7][C:6]=2[C:5]2[CH:24]=[CH:25][C:26]([CH3:28])=[CH:27][C:4]=2[N:3]=1. Procedure details: (4-(2-(5-Amino-8-methylbenzo[f][1,7]naphthyridin-2-yl)ethyl)-3-methylphenyl)(piperazin-1-yl)methanone was prepared from 4-(2-(5-amino-8-methylbenzo[f][1,7]naphthyridin-2-yl)ethyl)-3-methylbenzoyl chloride (Example 116/Step 2) and piperazine following the procedures described for Example 117. 1H NMR (methanol-d4): δ 8.66 (s, 1H), 8.55 (s, 1H), 8.19 (d, 1H), 7.38 (s, 1H), 7.21-7.23 (m, 2H), 7.10-7.15 (m, 2H), 3.66 (br, 6H), 3.08-3.18 (m, 6H), 2.45 (s, 3H), 2.30 (s, 3H). LRMS [M+H]=440.2 Starting materials: N#Cc1ccc2c(c1)c(Br)nn2C1CCCCO1, COc1ccc(B(O)O)cc1, COCCOC, ClCCl, [K+], [K+], [K+], O=P([O-])([O-])[O-]. Yields the product COc1ccc(-c2nn(C3CCCCO3)c3ccc(C#N)cc23)cc1. Reaction SMILES: [Br:1][c:2]1[n:3][n:4]([CH:13]2[O:14][CH2:15][CH2:16][CH2:17][CH2:18]2)[c:5]2[cH:6][cH:7][c:8]([C:11]#[N:12])[cH:9][c:10]12.[CH3:19][O:20][c:21]1[cH:22][cH:23][c:24]([B:27]([OH:28])[OH:29])[cH:25][cH:26]1.[CH3:38][O:39][CH2:40][CH2:41][O:42][CH3:43].[Cl:44][CH2:45][Cl:46].[K+:35].[K+:36].[K+:37].[P:30]([O-:31])([O-:32])([O-:33])=[O:34]>>[c:2]1(-[c:24]2[cH:23][cH:22][c:21]([O:20][CH3:19])[cH:26][cH:25]2)[n:3][n:4]([CH:13]2[O:14][CH2:15][CH2:16][CH2:17][CH2:18]2)[c:5]2[cH:6][cH:7][c:8]([C:11]#[N:12])[cH:9][c:10]12. The reactants are COC1=C(C=CC=C1)O (methoxy phenol), [OH-].[K+] (potassium hydroxide), CO (methanol), CO (methanol), BrC(CCCCC)Br (dibromohexane), α. Run in CC(=O)C (acetone). Yields the product CC1=CC=C(OC(CCCBr)CC)C=C1 (4-(4'-methylphenoxy)hexyl bromide). Isolated yield 62.0%. RXN SMILES: CO[C:3]1[CH:8]=[CH:7][CH:6]=[CH:5][C:4]=1[OH:9].[OH-].[K+].Br[CH:13]([Br:19])[CH2:14][CH2:15][CH2:16][CH2:17][CH3:18].[CH3:20]O>CC(C)=O>[CH3:20][C:7]1[CH:6]=[CH:5][C:4]([O:9][CH:16]([CH2:17][CH3:18])[CH2:15][CH2:14][CH2:13][Br:19])=[CH:3][CH:8]=1 |f:1.2|. Procedure details: A solution of 62 g of methoxy phenol in 50 ml of methanol was added into a solution of 33.75g of potassium hydroxide in 100 ml of methanol. The resulting solution was added dropwisely and slowly into 1 mole of α, -dibromohexane in 200 ml of acetone within 1 hour. After a reflux of the mixture for 1 hour, the mixture was concentrated and then diluted with water. The oil layer of the mixture was extracted with ethyl ether. Then, the ethyl ether layer was filtered and the filtrate was extracted wit...